From a dataset of the Open Reaction Database (ORD), a public repository of structured organic reaction records. describe an organic reaction: reactants, conditions, products, and yield Product: CC(C)c1nn(Cc2ccc(-c3ccc([N+](=O)[O-])cc3)cc2F)c(=O)c(C(=O)NCC(=O)O)c1O. Starting materials: CC(C)c1nn(Cc2ccc(Br)cc2F)c(=O)c(C(=O)NCC(=O)O)c1O, O=C([O-])[O-], C1COCCO1, Cl, [K+], [K+], O=[N+]([O-])c1ccc(B(O)O)cc1, O, c1ccc(P(c2ccccc2)(c2ccccc2)[Pd](P(c2ccccc2)(c2ccccc2)c2ccccc2)(P(c2ccccc2)(c2ccccc2)c2ccccc2)P(c2ccccc2)(c2ccccc2)c2ccccc2)cc1. Reaction SMILES: [Br:1][c:2]1[cH:3][c:4]([F:27])[c:5]([CH2:8][n:9]2[n:10][c:11]([CH:24]([CH3:25])[CH3:26])[c:12]([OH:23])[c:13]([C:16](=[O:17])[NH:18][CH2:19][C:20](=[O:21])[OH:22])[c:14]2=[O:15])[cH:6][cH:7]1.[C:40](=[O:41])([O-:42])[O-:43].[CH2:125]1[O:126][CH2:127][CH2:128][O:129][CH2:130]1.[ClH:46].[K+:44].[K+:45].[N+:28](=[O:29])([O-:30])[c:31]1[cH:32][cH:33][c:34]([B:37]([OH:38])[OH:39])[cH:35][cH:36]1.[OH2:47].[cH:48]1[cH:49][cH:50][c:51]([P:52]([Pd:53]([P:54]([c:55]2[cH:56][cH:57][cH:58][cH:59][cH:60]2)([c:61]2[cH:62][cH:63][cH:64][cH:65][cH:66]2)[c:67]2[cH:68][cH:69][cH:70][cH:71][cH:72]2)([P:73]([c:74]2[cH:75][cH:76][cH:77][cH:78][cH:79]2)([c:80]2[cH:81][cH:82][cH:83][cH:84][cH:85]2)[c:86]2[cH:87][cH:88][cH:89][cH:90][cH:91]2)[P:92]([c:93]2[cH:94][cH:95][cH:96][cH:97][cH:98]2)([c:99]2[cH:100][cH:101][cH:102][cH:103][cH:104]2)[c:105]2[cH:106][cH:107][cH:108][cH:109][cH:110]2)([c:111]2[cH:112][cH:113][cH:114][cH:115][cH:116]2)[c:117]2[cH:118][cH:119][cH:120][cH:121][cH:122]2)[cH:123][cH:124]1>>[c:2]1(-[c:34]2[cH:33][cH:32][c:31]([N+:28](=[O:29])[O-:30])[cH:36][cH:35]2)[cH:3][c:4]([F:27])[c:5]([CH2:8][n:9]2[n:10][c:11]([CH:24]([CH3:25])[CH3:26])[c:12]([OH:23])[c:13]([C:16](=[O:17])[NH:18][CH2:19][C:20](=[O:21])[OH:22])[c:14]2=[O:15])[cH:6][cH:7]1.